Task: describe an organic reaction: reactants, conditions, products, and yield. Dataset: the Open Reaction Database (ORD), a public repository of structured organic reaction records The reactants are CCCN=C=O, CC1Cc2ccc(Cl)cc2C(c2ccc([N+](=O)[O-])cc2)=NN1. Product: CCCNC(=O)N1N=C(c2ccc([N+](=O)[O-])cc2)c2cc(Cl)ccc2CC1C. RXN SMILES: [CH2:23]([CH2:24][CH3:25])[N:26]=[C:27]=[O:28].[Cl:1][c:2]1[cH:3][c:4]2[c:5]([cH:21][cH:22]1)[CH2:6][CH:7]([CH3:20])[NH:8][N:9]=[C:10]2[c:11]1[cH:12][cH:13][c:14]([N+:17](=[O:18])[O-:19])[cH:15][cH:16]1>>[Cl:1][c:2]1[cH:3][c:4]2[c:5]([cH:21][cH:22]1)[CH2:6][CH:7]([CH3:20])[N:8]([C:27]([NH:26][CH2:23][CH2:24][CH3:25])=[O:28])[N:9]=[C:10]2[c:11]1[cH:12][cH:13][c:14]([N+:17](=[O:18])[O-:19])[cH:15][cH:16]1. Starting materials: C(C)(C)I (isopropyl iodide), NC1=CC=CC2=C1OC(=C2C(C)(C)O)C (7-amino-3-(1-hydroxy-l-methylethyl)-2-methylbenzo[b]furan), [N+](=O)([O-])C1=C2C(C(=O)OC2=O)=CC=C1 (3-nitrophthalic anhydride), C([O-])([O-])=O.[K+].[K+] (potassium carbonate). Yields the product OC(C)(C)C=1C2=C(OC1C)C(=CC=C2)NC(C2=C(C=CC=C2C(=O)OC(C)C)[N+](=O)[O-])=O (3-(1-hydroxy-1-methylethyl)-7-(6-isopropoxycarbonyl-2-nitrobenzoylamino)-2-methylbenzo[b]furan). The yield is 42.3%. The solvent is CN(C=O)C (N,N-dimethylformamide). Procedure details: A mixture of 7-amino-3-(1-hydroxy-l-methylethyl)-2-methylbenzo[b]furan (150 mg), 3-nitrophthalic anhydride (205 mg) and potassium carbonate (202 mg) in N,N-dimethylformamide (2 ml) was stirred at ambient temperature for 2 hours. Then, isopropyl iodide (280 mg) was added to the mixture and the mixture was stirred for 3 hours. The mixture was partitioned between ethyl acetate and brine. The organic layer was separated, dried over sodium sulfate and evaporated in vacuo. The residue was purified by ... Conditions: time 2 hour. Reaction SMILES: [NH2:1][C:2]1[C:7]2[O:8][C:9]([CH3:15])=[C:10]([C:11]([OH:14])([CH3:13])[CH3:12])[C:6]=2[CH:5]=[CH:4][CH:3]=1.[N+:16]([C:19]1[CH:29]=[CH:28][CH:27]=[C:21]2[C:22]([O:24][C:25](=[O:26])[C:20]=12)=[O:23])([O-:18])=[O:17].C(=O)([O-])[O-].[K+].[K+].[CH:36](I)([CH3:38])[CH3:37]>CN(C)C=O>[OH:14][C:11]([C:10]1[C:6]2[CH:5]=[CH:4][CH:3]=[C:2]([NH:1][C:25](=[O:26])[C:20]3[C:21]([C:22]([O:24][CH:36]([CH3:38])[CH3:37])=[O:23])=[CH:27][CH:28]=[CH:29][C:19]=3[N+:16]([O-:18])=[O:17])[C:7]=2[O:8][C:9]=1[CH3:15])([CH3:12])[CH3:13] |f:2.3.4|.